Dataset: the Open Reaction Database (ORD), a public repository of structured organic reaction records. Task: describe an organic reaction: reactants, conditions, products, and yield Reactants: [H-].[H-].[H-].[H-].[Li+].[Al+3] (LiAlH4), C(C)OC1=CC(=CC=C1)CC[N+](=O)[O-] (1-ethoxy-3-(2-nitro-ethyl)-benzene). Run in C1CCOC1 (THF). Product: C(C)OC=1C=C(C=CC1)CCN (2-(3-Ethoxy-phenyl)-ethylamine). Isolated yield 53.5%. As a reaction SMILES: [H-].[H-].[H-].[H-].[Li+].[Al+3].[CH2:7]([O:9][C:10]1[CH:15]=[CH:14][CH:13]=[C:12]([CH2:16][CH2:17][N+:18]([O-])=O)[CH:11]=1)[CH3:8]>C1COCC1>[CH2:7]([O:9][C:10]1[CH:11]=[C:12]([CH2:16][CH2:17][NH2:18])[CH:13]=[CH:14][CH:15]=1)[CH3:8] |f:0.1.2.3.4.5|. Reported procedure: To a solution of LiAlH4 (1M in THF, 13 mL) was added dropwise a solution of 1-ethoxy-3-(2-nitro-ethyl)-benzene (0.5 g, 2.6 mmol) in THF (8 mL). The mixture was refluxed for two hours before allowing to cool and adding dropwise to rochelles salt. The mixture was extracted with ethyl acetate, dried with sodium sulfate and evaporated to dryness. The resulting yellow oil was purified by chromatography on silica, eluting with 3 to 15% MeOH/NH3 in dichloromethane, yielding the subtitled compound as a ... Reactants: CCN(C(C)C)C(C)C, CCOC(=O)C1(CCOC)CCNCC1, CC(C)(C)CCC(=O)O. Product: CCOC(=O)C1(CCOC)CCN(C(=O)CCC(C)(C)C)CC1. As a reaction SMILES: [CH2:10]([N:11]([CH:12]([CH3:13])[CH3:14])[CH:15]([CH3:16])[CH3:17])[CH3:18].[CH2:19]([CH3:20])[O:21][C:22](=[O:23])[C:24]1([CH2:30][CH2:31][O:32][CH3:33])[CH2:25][CH2:26][NH:27][CH2:28][CH2:29]1.[CH3:1][C:2]([CH2:3][CH2:4][C:5](=[O:6])[OH:7])([CH3:8])[CH3:9]>>[CH3:1][C:2]([CH2:3][CH2:4][C:5](=[O:7])[N:27]1[CH2:26][CH2:25][C:24]([C:22]([O:21][CH2:19][CH3:20])=[O:23])([CH2:30][CH2:31][O:32][CH3:33])[CH2:29][CH2:28]1)([CH3:8])[CH3:9]. Starting materials: C(OC)(OC)=O (dimethyl carbonate), OCCN1CCOCC1 (4-(2-hydroxyethyl)morpholine), C(OC)(OC)=O (dimethyl carbonate), C(OC)(OC)=O (dimethyl carbonate), OCCN1CCOCC1 (4-(2-hydroxyethyl)morpholine). Reagents/catalysts: C([O-])([O-])=O.[K+].[K+] (potassium carbonate). Solvent: CO (methanol). Conditions: time 15 minute. Yields the product COC(O)=O.OCCN1CCOCC1 (4-(2-hydroxyethyl)morpholine methyl carbonate). The yield is 44.1%. RXN SMILES: [OH:1][CH2:2][CH2:3][N:4]1[CH2:9][CH2:8][O:7][CH2:6][CH2:5]1.[C:10](=[O:15])([O:13]C)[O:11][CH3:12]>C(=O)([O-])[O-].[K+].[K+].CO>[CH3:12][O:11][C:10](=[O:13])[OH:15].[OH:1][CH2:2][CH2:3][N:4]1[CH2:9][CH2:8][O:7][CH2:6][CH2:5]1 |f:2.3.4,6.7|. Reported procedure: A total of 13.1 grams (0.1 moles) of 4-(2-hydroxyethyl)morpholine, 27.0 grams (0.3 moles) of dimethyl carbonate and 0.4 grams of anhydrous potassium carbonate were combined in a 50 milliliter 3-neck round bottom flask equipped with a 4 inch vacuum-jacketed vigreaux column and a distillation head. The contents were heated to reflux under nitrogen, and after a period of 15 minutes (kettle temperature of 93° C. and a head temperature of 63° C.) methanol (with some dimethyl carbonate) was slowly rem... As a reaction SMILES: [CH:1]12[NH:2][CH:3]([CH2:7][NH:8][C:9](=[O:10])[c:11]3[cH:12][cH:13][cH:14][c:15]4[c:20]3[O:19][CH2:18][CH2:17][O:16]4)[CH2:4][CH:5]1[CH2:6]2.[NH2:21][c:22]1[s:23][c:24](-[c:30]2[cH:31][c:32]([F:36])[cH:33][cH:34][cH:35]2)[c:25]([C:27](=[O:28])[OH:29])[n:26]1>>[CH:1]12[N:2]([C:27]([c:25]3[c:24](-[c:30]4[cH:31][c:32]([F:36])[cH:33][cH:34][cH:35]4)[s:23][c:22]([NH2:21])[n:26]3)=[O:28])[CH:3]([CH2:7][NH:8][C:9](=[O:10])[c:11]3[cH:12][cH:13][cH:14][c:15]4[c:20]3[O:19][CH2:18][CH2:17][O:16]4)[CH2:4][CH:5]1[CH2:6]2. Product: Nc1nc(C(=O)N2C(CNC(=O)c3cccc4c3OCCO4)CC3CC32)c(-c2cccc(F)c2)s1. Starting materials: O=C(NCC1CC2CC2N1)c1cccc2c1OCCO2, Nc1nc(C(=O)O)c(-c2cccc(F)c2)s1. Reactants: C(C)N(CCN1C(C(C2=C(C=C(C=C12)I)C(F)(F)F)(C1=CC2=CC=CC=C2C=C1)O)=O)CC (1-(2-diethylaminoethyl)-4-trifluoromethyl-6-iodo-3-hydroxy-3-(2-naphthyl)oxindole), C(C)(C)(C)OC(=O)NCC#C (3-t-butoxycarbonylamino-1-propyne). The product is C(C)N(CCN1C(C(C2=C(C=C(C=C12)C#CCNC(=O)OC(C)(C)C)C(F)(F)F)(C1=CC2=CC=CC=C2C=C1)O)=O)CC (1-(2-Diethylaminoethyl)-4-trifluoromethyl-6-(3-t-butoxycarbonylamino-1-propynyl)-3-hydroxy-3-(2-naphthyl)oxindole). Yield: 83.0%. RXN SMILES: [CH2:1]([N:3]([CH2:32][CH3:33])[CH2:4][CH2:5][N:6]1[C:14]2[C:9](=[C:10]([C:16]([F:19])([F:18])[F:17])[CH:11]=[C:12](I)[CH:13]=2)[C:8]([OH:30])([C:20]2[CH:29]=[CH:28][C:27]3[C:22](=[CH:23][CH:24]=[CH:25][CH:26]=3)[CH:21]=2)[C:7]1=[O:31])[CH3:2].[C:34]([O:38][C:39]([NH:41][CH2:42][C:43]#[CH:44])=[O:40])([CH3:37])([CH3:36])[CH3:35]>>[CH2:1]([N:3]([CH2:32][CH3:33])[CH2:4][CH2:5][N:6]1[C:14]2[C:9](=[C:10]([C:16]([F:19])([F:18])[F:17])[CH:11]=[C:12]([C:44]#[C:43][CH2:42][NH:41][C:39]([O:38][C:34]([CH3:37])([CH3:36])[CH3:35])=[O:40])[CH:13]=2)[C:8]([OH:30])([C:20]2[CH:29]=[CH:28][C:27]3[C:22](=[CH:23][CH:24]=[CH:25][CH:26]=3)[CH:21]=2)[C:7]1=[O:31])[CH3:2]. Procedure details: The title compound (170 mg, 83%) was prepared from 1-(2-diethylaminoethyl)-4-trifluoromethyl-6-iodo-3-hydroxy-3-(2-naphthyl)oxindole of Example 48 (195 mg, 0.343 mmol) and 3-t-butoxycarbonylamino-1-propyne by the procedure similar to that described in Reference Example 21.